This data is from the Open Reaction Database (ORD), a public repository of structured organic reaction records. The task is: describe an organic reaction: reactants, conditions, products, and yield Yield: 86.5%. Solvent: CCCCCC (hexane). Reaction SMILES: [CH3:1][C:2]1([CH3:12])[CH:4]([CH:5]=[CH:6][CH2:7][CH3:8])[CH:3]1[C:9](O)=[O:10].S(Cl)([Cl:15])=O>CN(C)C=O.CCCCCC>[CH3:1][C:2]1([CH3:12])[CH:4]([CH:5]=[CH:6][CH2:7][CH3:8])[CH:3]1[C:9]([Cl:15])=[O:10]. Yields the product CC1(C(C1C=CCC)C(=O)Cl)C (2,2-dimethyl-3-(1-butenyl)cyclopropane carboxylic chloride). Procedure details: Fifty grams (50 g) of 2,2-dimethyl-3-(1-butenyl)cyclopropanecarboxylic acid, 350 ml of hexane and 0.6 g of N,N-dimethylformamide were mixed together. At 50° C., 39 g of thionyl chloride was eye-dropped thereto over 30 minutes. Subsequently, the reaction mixture was stirred for 1 hour at 50° C. The reaction mixture was then concentrated under reduced pressure to provide 48 g of 2,2-dimethyl-3-(1-butenyl)cyclopropane carboxylic chloride. Conditions: temperature 50 celsius, time 30 minute. The reactants are CC1(C(C1C=CCC)C(=O)O)C (2,2-dimethyl-3-(1-butenyl)cyclopropanecarboxylic acid), S(=O)(Cl)Cl (thionyl chloride). The reagents and catalysts are CN(C=O)C (N,N-dimethylformamide).